The task is: describe an organic reaction: reactants, conditions, products, and yield. This data is from the Open Reaction Database (ORD), a public repository of structured organic reaction records. As a reaction SMILES: [NH2:1][N:2]1[CH2:7][CH2:6][N:5]([CH3:8])[CH2:4][CH2:3]1.[N+:9]([C:12]1[CH:13]=[C:14]([C:22](Cl)=[O:23])[C:15]2[O:20][CH2:19][CH2:18][O:17][C:16]=2[CH:21]=1)([O-:11])=[O:10].O>C(C(C)=O)C>[CH3:8][N:5]1[CH2:6][CH2:7][N:2]([NH:1][C:22]([C:14]2[C:15]3[O:20][CH2:19][CH2:18][O:17][C:16]=3[CH:21]=[C:12]([N+:9]([O-:11])=[O:10])[CH:13]=2)=[O:23])[CH2:3][CH2:4]1. Reported procedure: 33 g of 1-amino-4-methylpiperazine were dissolved in 630 ml of methyl ethyl ketone. The mixture was cooled to 10° C. and 61 g of 7-nitro-1,4-benzodioxane-5-carbonyl chloride were introduced by portions. The mixture was stirred for two hours and then the solid was filtered off and washed with 150 ml of methyl ethyl ketone. The obtained product was purified by transformation into the base (M.P.: 212° C.) and recystallized by treatment with hydrochloric ethanol. 45 g of N-(4-methyl-1-piperazinyl)-7... Starting materials: O (water), [N+](=O)([O-])C=1C=C(C2=C(OCCO2)C1)C(=O)Cl (7-nitro-1,4-benzodioxane-5-carbonyl chloride), NN1CCN(CC1)C (1-amino-4-methylpiperazine). The yield is 55.8%. The product is CN1CCN(CC1)NC(=O)C1=CC(=CC=2OCCOC21)[N+](=O)[O-] (N-(4-methyl-1-piperazinyl)-7-nitro-1,4-benzodioxane-5-carboxamide). Conditions: temperature 10 celsius, time 2 hour. The solvent is C(C)C(=O)C (methyl ethyl ketone). The reactants are O1CCN(CC1)CCC=CC=1C=C2CCC(NC2=CC1)=O (6-(4-morpholino-1-butenyl)-3,4-dihydrocarbostyril), [H][H] (hydrogen). The reagents and catalysts are [Pt] (platinum black). Solvent: C(C)O (ethanol). Product: O1CCN(CC1)CCCCC=1C=C2CCC(NC2=CC1)=O (6-(4-morpholinobutyl)-3,4-dihydrocarbostyril). Isolated yield 81.2%. Reaction SMILES: [O:1]1[CH2:6][CH2:5][N:4]([CH2:7][CH2:8][CH:9]=[CH:10][C:11]2[CH:12]=[C:13]3[C:18](=[CH:19][CH:20]=2)[NH:17][C:16](=[O:21])[CH2:15][CH2:14]3)[CH2:3][CH2:2]1.[H][H]>[Pt].C(O)C>[O:1]1[CH2:6][CH2:5][N:4]([CH2:7][CH2:8][CH2:9][CH2:10][C:11]2[CH:12]=[C:13]3[C:18](=[CH:19][CH:20]=2)[NH:17][C:16](=[O:21])[CH2:15][CH2:14]3)[CH2:3][CH2:2]1. Procedure: 2.8 Grams of 6-(4-chloro-4-butenyl)-3,4-dihydrocarbostryil and 2.1 g of sodium iodide were mixed into 40 ml of dimethylformamide and the mixture was stirred at 50° C. for 1 hour. Then into the reaction mixture was added 2.0 g of morpholine and 2.0 ml of triethylamine and was stirred at 50° C. for 1 hours. The reaction mixture was concentrated under a reduced pressure to obtain a residue and 50 ml of 5%-sodium hydrogencarbonate aqueous solution was added therein and stirred. Next, the insoluble m...